From a dataset of the Open Reaction Database (ORD), a public repository of structured organic reaction records. describe an organic reaction: reactants, conditions, products, and yield Yields the product FC1=C(C=CC(=C1)F)C1=CC=C(C(C(=O)OC(C)OC(=O)OCC)=C1)O (1-(ethoxycarbonyloxy)ethyl 5-(2,4-difluorophenyl)salicylate). Solvent: CN(C)C=O (DMF). Starting materials: C1=CC(=C(C=C1C=2C=CC(=CC2F)F)C(=O)O)O (diflunisal), [H-].[Na+] (sodium hydride), resultant mixture, C(OCC)(OC(C)Cl)=O (ethyl 1-chloroethyl carbonate). Procedure details: To a solution of diflunisal (5.0 g) in 40 ml DMF was added 0.8 g of sodium hydride (oil suspension containing 60% of NaH). The resultant mixture was stirred for 1.5 hours at room temperature before 3.0 ml of ethyl 1-chloroethyl carbonate was added dropwise. The reaction mixture was stirred at room temperature overnight and concentrated in vacuo. The concentrate was partitioned between ether/ethyl acetate and acidified water. The organic layer was separated and the aqueous layer was extracted aga... As a reaction SMILES: [CH:1]1[C:6]([C:7]2[CH:8]=[CH:9][C:10]([F:14])=[CH:11][C:12]=2[F:13])=[CH:5][C:4]([C:15]([OH:17])=[O:16])=[C:3]([OH:18])[CH:2]=1.[H-].[Na+].[C:21](=[O:29])([O:25][CH:26](Cl)[CH3:27])[O:22][CH2:23][CH3:24]>CN(C=O)C>[F:13][C:12]1[CH:11]=[C:10]([F:14])[CH:9]=[CH:8][C:7]=1[C:6]1[CH:5]=[C:4]([C:15]([O:17][CH:23]([O:22][C:21]([O:25][CH2:26][CH3:27])=[O:29])[CH3:24])=[O:16])[C:3]([OH:18])=[CH:2][CH:1]=1 |f:1.2|. Run at time 8 hour. The reactants are O=C([O-])O, O=[N+]([O-])c1cnc(Cl)nc1, C1CN2CCC(CC2)N1, [Na+], C1COCCO1. The product is O=[N+]([O-])c1cnc(N2CCN3CCC2CC3)nc1. As a reaction SMILES: [C:20](=[O:21])([OH:22])[O-:23].[Cl:10][c:11]1[n:12][cH:13][c:14]([N+:17](=[O:18])[O-:19])[cH:15][n:16]1.[N:1]12[CH2:2][CH2:3][NH:4][CH:5]([CH2:6][CH2:7]1)[CH2:8][CH2:9]2.[Na+:24].[O:25]1[CH2:26][CH2:27][O:28][CH2:29][CH2:30]1>>[N:1]12[CH2:2][CH2:3][N:4]([c:11]3[n:12][cH:13][c:14]([N+:17](=[O:18])[O-:19])[cH:15][n:16]3)[CH:5]([CH2:6][CH2:7]1)[CH2:8][CH2:9]2. Reactants: C(C)(C)(C)OC(=O)N1[C@@H]([C@H](CC1)O[Si](C)(C)C(C)(C)C)C(C)=NO ((2R,3S)—N-tert-Butyloxycarbonyl-3-(tert-butyldimethylsilanyloxy)-2-(1-hydroxyiminoethyl)pyrrolidine), N (ammonia). Reagents/catalysts: [Ni] (Ni), [Pd] (Pd/C). Run in CO (methanol), O (water), CO (methanol), O (water). Reaction conditions: time 2 minute. Product: C(C)(C)(C)OC(=O)N1[C@@H]([C@H](CC1)O[Si](C)(C)C(C)(C)C)[C@H](C)N ((2R,3S)—N-tert-Butyloxycarbonyl-3-(tert-butyldimethylsilanyloxy)-2-((1S)-1-aminoethyl)pyrrolidine). Isolated yield 63.8%. RXN SMILES: [C:1]([O:5][C:6]([N:8]1[CH2:12][CH2:11][C@H:10]([O:13][Si:14]([C:17]([CH3:20])([CH3:19])[CH3:18])([CH3:16])[CH3:15])[C@H:9]1[C:21](=[N:23]O)[CH3:22])=[O:7])([CH3:4])([CH3:3])[CH3:2].N>CO.O.[Ni].[Pd]>[C:1]([O:5][C:6]([N:8]1[CH2:12][CH2:11][C@H:10]([O:13][Si:14]([C:17]([CH3:20])([CH3:19])[CH3:18])([CH3:16])[CH3:15])[C@H:9]1[C@@H:21]([NH2:23])[CH3:22])=[O:7])([CH3:4])([CH3:3])[CH3:2]. Procedure details: To a solution of 61E (3.6 g, 10.0 mmol) in methanol in a pressure vessel was added Raney Ni in water (˜0.2 g), 10% Pd/C (Degussa type, 200 mg), water (7.5 mL) and ammonia in methanol (2.0M, 5 mL). The reaction vessel was carefully evacuated under vacuum until the solvent bubbled gently. Hydrogen gas was then introduced to a pressure of 70 psi and the reaction was stirred for 2 min). The reaction vessel was again carefully evacuated under vacuum until the solvent bubbled gently. Hydrogen gas was ... Reactants: CN(C)C=O (DMF), BrC=1C=CC2=C(C(=NO2)OCC2=NC=CC=N2)C1 (5-Bromo-3-(pyrimidin-2-ylmethoxy)benzo[d]isoxazole), O (water), FC(OC1=CC=C(C=C1)B(O)O)(F)F (4-(trifluoromethoxy)phenylboronic acid), C([O-])([O-])=O.[K+].[K+] (potassium carbonate). The reagents and catalysts are C1=CC=C(C=C1)P([C-]2C=CC=C2)C3=CC=CC=C3.C1=CC=C(C=C1)P([C-]2C=CC=C2)C3=CC=CC=C3.Cl[Pd]Cl.[Fe+2] ([1,1′-Bis(diphenylphosphino)ferrocene]dichloropalladium(II)). The solvent is C(C)(=O)OCC (ethyl acetate). Run at temperature 60 celsius, time 30 minute. The product is O1C(CC1)COC1=NOC2=C1C=C(C=C2)C2=CC=C(C=C2)OC(F)(F)F (3-(oxetan-2-ylmethoxy)-5-(4-(trifluoromethoxy)phenyl)benzo[d]isoxazole). RXN SMILES: Br[C:2]1[CH:3]=[CH:4][C:5]2[O:9][N:8]=[C:7]([O:10][CH2:11][C:12]3N=CC=CN=3)[C:6]=2[CH:18]=1.[F:19][C:20]([F:32])([F:31])[O:21][C:22]1[CH:27]=[CH:26][C:25](B(O)O)=[CH:24][CH:23]=1.[C:33](=[O:36])([O-])[O-].[K+].[K+].O.[CH3:40]N(C=O)C>C(OCC)(=O)C.C1C=CC(P(C2C=CC=CC=2)[C-]2C=CC=C2)=CC=1.C1C=CC(P(C2C=CC=CC=2)[C-]2C=CC=C2)=CC=1.Cl[Pd]Cl.[Fe+2]>[O:36]1[CH2:33][CH2:40][CH:12]1[CH2:11][O:10][C:7]1[C:6]2[CH:18]=[C:2]([C:25]3[CH:26]=[CH:27][C:22]([O:21][C:20]([F:32])([F:31])[F:19])=[CH:23][CH:24]=3)[CH:3]=[CH:4][C:5]=2[O:9][N:8]=1 |f:2.3.4,8.9.10.11|. Reported procedure: 5-Bromo-3-(pyrimidin-2-ylmethoxy)benzo[d]isoxazole (114 mg, 0.40 mmol), 4-(trifluoromethoxy)phenylboronic acid (100 mg, 0.49 mmol), potassium carbonate (500 mg), and [1,1′-Bis(diphenylphosphino)ferrocene]dichloropalladium(II) (25 mg, 0.034 mmol) were combined in 3 mL DMF. 1.5 mL water was added and the mixture was stirred at 60° C. for 30 minutes. The reaction mixture was diluted with 60 mL ethyl acetate, washed with water and brine and evaporated under vacuum. Flash chromatographic purification... Starting materials: C1=C(C=CC2=CC=CC=C12)C=CCCl (3-(2-naphthyl)allyl chloride), NC=1SC=2CCNCCC2N1 (2-amino-4,5,7,8-tetrahydro-6 H-thiazolo[5,4-d]azepine). Run in C(Cl)(Cl)Cl (chloroform), C(Cl)(Cl)Cl (chloroform). The product is NC=1SC=2CCN(CCC2N1)CC=CC1=CC2=CC=CC=C2C=C1 (2-Amino-6-(3-(2-naphthyl)allyl)-4,5,7,8-tetrahydro-6H-thiazolo[5,4-d]azepine). Isolated yield 20.0%. Reaction SMILES: [CH:1]1[C:10]2[C:5](=[CH:6][CH:7]=[CH:8][CH:9]=2)[CH:4]=[CH:3][C:2]=1[CH:11]=[CH:12][CH2:13]Cl.[NH2:15][C:16]1[S:17][C:18]2[CH2:19][CH2:20][NH:21][CH2:22][CH2:23][C:24]=2[N:25]=1>C(Cl)(Cl)Cl>[NH2:15][C:16]1[S:17][C:18]2[CH2:19][CH2:20][N:21]([CH2:13][CH:12]=[CH:11][C:2]3[CH:3]=[CH:4][C:5]4[C:10](=[CH:9][CH:8]=[CH:7][CH:6]=4)[CH:1]=3)[CH2:22][CH2:23][C:24]=2[N:25]=1. Procedure: Prepared from 3-(2-naphthyl)allyl chloride and 2 equivalents of 2-amino-4,5,7,8-tetrahydro-6 H-thiazolo[5,4-d]azepine in chloroform for 3 days at 20° C. Yield: 20% of theory, Melting point: 164°-165° C. (chloroform). Reactants: solution, O1CCCC1 (tetrahydrofuran), BrC=1C=C(C=CC1)NC(CCN1CCCC1)=O (N-(3-bromo-phenyl)-3-pyrrolidin-1-yl-propionamide). Run in CO (methanol). Run at time 8 hour. The product is BrC=1C=C(C=CC1)NCCCN1CCCC1 ((3-Bromo-phenyl)-(3-pyrrolidin-1-yl-propyl)-amine). RXN SMILES: O1CCCC1.[Br:6][C:7]1[CH:8]=[C:9]([NH:13][C:14](=O)[CH2:15][CH2:16][N:17]2[CH2:21][CH2:20][CH2:19][CH2:18]2)[CH:10]=[CH:11][CH:12]=1>CO>[Br:6][C:7]1[CH:8]=[C:9]([NH:13][CH2:14][CH2:15][CH2:16][N:17]2[CH2:21][CH2:20][CH2:19][CH2:18]2)[CH:10]=[CH:11][CH:12]=1. Procedure details: A 1M solution of BH3 in tetrahydrofuran (10 ml, 10 mmol) was added dropwise to N-(3-bromo-phenyl)-3-pyrrolidin-1-yl-propionamide (0.3 g, immol) and the solution was stirred overnight at reflux then subsequently hydrolysed by slow addition of excess of methanol and refluxing for a further 2 hours. The solvent was removed under reduced pressure and aqueous ammonium chloride was added. The aqueous phase was extracted twice with ethyl acetate and the organics were combined, dried over anhydrous magn... Starting materials: [H-].[Na+] (sodium hydride), COCOC1=CC=CC=2OC(=CC21)C2=NNC(O2)=O (5-(4-(methoxymethyloxy)benzo(b)furan-2-yl)-2,3-dihydro-1,3,4-oxadiazol-2-one), C(C)I (ethyl iodide). Product: C(C)OC=1OC(=NN1)C1=CC2=C(O1)C=CC=C2OCOC (2-ethoxy-5-(4-(methoxymethyloxy)benzo(b)furan-2-yl)-1,3,4-oxadiazole). Reaction SMILES: [H-].[Na+].[CH3:3][O:4][CH2:5][O:6][C:7]1[C:15]2[CH:14]=[C:13]([C:16]3[O:20][C:19](=[O:21])[NH:18][N:17]=3)[O:12][C:11]=2[CH:10]=[CH:9][CH:8]=1.[CH2:22](I)[CH3:23]>>[CH2:22]([O:21][C:19]1[O:20][C:16]([C:13]2[O:12][C:11]3[CH:10]=[CH:9][CH:8]=[C:7]([O:6][CH2:5][O:4][CH3:3])[C:15]=3[CH:14]=2)=[N:17][N:18]=1)[CH3:23] |f:0.1|. Reported procedure: By the reactions in the same manner as in Starting Material Synthesis Example 117 using sodium hydride (0.37 g), 5-(4-(methoxymethyloxy)benzo(b)furan-2-yl)-2,3-dihydro-1,3,4-oxadiazol-2-one (2.0 g) and ethyl iodide (0.73 ml), the title compound (1.9 g) was obtained as pale-yellow crystals. The reactants are C(C)(=O)NCC=1SC(=CN1)C=1N=C(SC1)N=C(N)N (4-(2-acetylaminomethylthiazol-5-yl)-2-(diaminomethyleneamino)thiazole), Cl (hydrochloric acid). Run in C(C)O (ethanol). Product: NCC=1SC(=CN1)C=1N=C(SC1)N=C(N)N (4-(2-aminomethylthiazol-5-yl)-2-(diaminomethyleneamino)thiazole). As a reaction SMILES: C([NH:4][CH2:5][C:6]1[S:7][C:8]([C:11]2[N:12]=[C:13]([N:16]=[C:17]([NH2:19])[NH2:18])[S:14][CH:15]=2)=[CH:9][N:10]=1)(=O)C.Cl>C(O)C>[NH2:4][CH2:5][C:6]1[S:7][C:8]([C:11]2[N:12]=[C:13]([N:16]=[C:17]([NH2:19])[NH2:18])[S:14][CH:15]=2)=[CH:9][N:10]=1. Procedure: A solution of 4-(2-acetylaminomethylthiazol-5-yl)-2-(diaminomethyleneamino)thiazole (1.46 g) and concentrated hydrochloric acid (2.18 ml) in ethanol (15 ml) was refluxed for 5 hours with stirring. The solvent was evaporated in vacuo. The residue was made basic to pH 10 with 20% aqueous potassium carbonate and extracted with a mixture of ethyl acetate and tetrahydrofuran. The extract was dried over magnesium sulfate and evaporated in vacuo to give 4-(2-aminomethylthiazol-5-yl)-2-(diaminomethylene... Reactants: NC1=C(C#N)C(=C(C(=C1O)F)Br)C (2-Amino-5-bromo-4-fluoro-3-hydroxy-6-methylbenzonitrile), C(C)(C)N(CC)C(C)C (diisopropylethylamine), C1(CC1)C(=O)Cl (cyclopropanecarbonyl chloride). Run in C(C)(=O)OCC (ethyl acetate), C(C)(=O)OCC (ethyl acetate). Yield: 97.3%. Procedure: 2-Amino-5-bromo-4-fluoro-3-hydroxy-6-methylbenzonitrile (I-75) (7.86 g, 32.08 mmol) and diisopropylethylamine (19.5 ml, 112.2 mmol) were dissolved in ethyl acetate (300 ml), and at 0° C., cyclopropanecarbonyl chloride (4.4 ml, 48.12 mmol) was dropwise added, followed by stirring at room temperature for 16 hours under nitrogen atmosphere. After the reaction, ethyl acetate was added to the reaction liquid, followed by washing with water and saturated brine. The organic layer was concentrated under... Product: C(C)(=O)OC1=C(C(=C(C(=C1F)Br)C)C#N)N (2-Amino-5-bromo-3-cyano-6-fluoro-4-methylphenyl acetate). Conditions: time 16 hour. RXN SMILES: [NH2:1][C:2]1[C:9]([OH:10])=[C:8]([F:11])[C:7]([Br:12])=[C:6]([CH3:13])[C:3]=1[C:4]#[N:5].C(N(C(C)C)CC)(C)C.[CH:23]1([C:26](Cl)=[O:27])CC1>C(OCC)(=O)C>[C:26]([O:10][C:9]1[C:8]([F:11])=[C:7]([Br:12])[C:6]([CH3:13])=[C:3]([C:4]#[N:5])[C:2]=1[NH2:1])(=[O:27])[CH3:23]. As a reaction SMILES: [CH3:42][C:43](=[O:44])[OH:45].[Cl+3:37]([OH:38])([O-:39])([O-:40])[O-:41].[NH2:1][c:2]1[c:3]([C:4](=[O:5])[OH:6])[cH:7][c:8](-[c:12]2[cH:13][c:14]3[c:15]([n:16][cH:17]2)[n:18]([CH2:29][O:30][CH2:31][CH2:32][Si:33]([CH3:34])([CH3:35])[CH3:36])[n:19][c:20]3-[c:21]2[c:22]([O:27][CH3:28])[cH:23][cH:24][cH:25][cH:26]2)[cH:9][c:10]1[F:11].[OH2:46]>>[NH2:1][c:2]1[c:3]([C:4](=[O:5])[OH:6])[cH:7][c:8](-[c:12]2[cH:13][c:14]3[c:15]([n:16][cH:17]2)[nH:18][n:19][c:20]3-[c:21]2[c:22]([O:27][CH3:28])[cH:23][cH:24][cH:25][cH:26]2)[cH:9][c:10]1[F:11]. The reactants are CC(=O)O, [O-][Cl+3]([O-])([O-])O, COc1ccccc1-c1nn(COCC[Si](C)(C)C)c2ncc(-c3cc(F)c(N)c(C(=O)O)c3)cc12, O. Yields the product COc1ccccc1-c1n[nH]c2ncc(-c3cc(F)c(N)c(C(=O)O)c3)cc12.